This data is from the Open Reaction Database (ORD), a public repository of structured organic reaction records. The task is: describe an organic reaction: reactants, conditions, products, and yield Starting materials: N([C@@H](CC(N)=O)C(=O)N[C@@H](CC(C)C)C(=O)OCC)C(=O)OC(C)(C)C (Boc-Asn-Leu-OEt), N([C@@H](CC)C(=O)ON1C(=O)CCC1=O)C(=O)OC(C)(C)C (Boc-Abu-OSu). Product: N([C@@H](CC)C(=O)N[C@@H](CC(N)=O)C(=O)N[C@@H](CC(C)C)C(=O)OCC)C(=O)OC(C)(C)C (Boc-Abu-Asn-Leu-OEt). Isolated yield 90.2%. RXN SMILES: [NH:1]([C:20]([O:22]C(C)(C)C)=O)[C@H:2]([C:7]([NH:9][C@H:10]([C:15]([O:17][CH2:18][CH3:19])=[O:16])[CH2:11][CH:12]([CH3:14])[CH3:13])=[O:8])[CH2:3][C:4](=[O:6])[NH2:5].[NH:27]([C:41]([O:43][C:44]([CH3:47])([CH3:46])[CH3:45])=[O:42])[C@H:28](C(ON1C(=O)CCC1=O)=O)[CH2:29][CH3:30]>>[NH:27]([C:41]([O:43][C:44]([CH3:45])([CH3:47])[CH3:46])=[O:42])[C@H:28]([C:20]([NH:1][C@H:2]([C:7]([NH:9][C@H:10]([C:15]([O:17][CH2:18][CH3:19])=[O:16])[CH2:11][CH:12]([CH3:13])[CH3:14])=[O:8])[CH2:3][C:4](=[O:6])[NH2:5])=[O:22])[CH2:29][CH3:30]. Procedure details: Using 6.50 g of Boc-Asn-Leu-OEt and 5.48 g of Boc-Abu-OSu, the same procedure as in Reference Example 35 was repeated to obtain 7.20 g (yield: 90.2%) of the above objective compound having a melting point of 152°-155° C. Starting materials: C1=C(C=CC2=CC=CC=C12)CC(=O)O (2-Naphthyl acetic acid), Cl.NN (hydrazine hydrochloride), C(C)OC(C(Br)C1=CC=CC=C1)=O (Ethyl-alpha-bromophenylacetate). Product: C1=C(C=CC2=CC=CC=C12)C/1=NN(C(\C(\C1=C/C=C)=C\C)=O)C(C(=O)O)C1=CC=CC=C1 ([3-(2-naphthyl)-5-eth-(E)-ylidene-6-oxo-4-prop-2-en-(E)-ylidene-5,6-dihydro-4H-pyridazin-1-yl]-phenyl-acetic acid). As a reaction SMILES: [CH:1]1[C:10]2[C:5](=[CH:6][CH:7]=[CH:8][CH:9]=2)[CH:4]=[CH:3][C:2]=1[CH2:11][C:12](O)=O.Cl.[NH2:16][NH2:17].C([O:20][C:21](=[O:30])[CH:22]([C:24]1[CH:29]=[CH:28][CH:27]=[CH:26][CH:25]=1)Br)C>>[CH:1]1[C:10]2[C:5](=[CH:6][CH:7]=[CH:8][CH:9]=2)[CH:4]=[CH:3][C:2]=1[C:11]1=[N:16][N:17]([CH:22]([C:24]2[CH:25]=[CH:26][CH:27]=[CH:28][CH:29]=2)[C:21]([OH:20])=[O:30])[C:21](=[O:20])/[C:22](=[CH:24]/[CH3:25])/[C:12]/1=[CH:28]\[CH:27]=[CH2:26] |f:1.2|. Procedure details: This is made in a analogous fashion to example 11 starting with 2-Naphthyl acetic acid, ring expansion with hydrazine hydrochloride, alkylation with Ethyl-alpha-bromophenylacetate, and saponification to give the title compound. 16.4% overall yield, LC/MS (M++1): 421.4. Reactants: Cl.NC1=CC(=C(C(=O)NC2CN(C(C2)CO)C(C2=CC=CC=C2)C2=CC=CC=C2)C=C1Cl)OC (4-amino-5-chloro-2-methoxy-N-(1-diphenylmethyl-5-hydroxymethyl pyrrolidin-3-yl) benzamide hydrochloride), Compound. Reported procedure: Into a solution of 1.4 g of 4-amino-5-chloro-2-methoxy-N-(1-diphenylmethyl-5-hydroxymethyl pyrrolidin-3-yl) benzamide hydrochloride (Compound of Example 7) in methanol, 0.28 g of 5% palladium/carbon was added and hydrogenation was effected under normal pressure and temperature conditions. At the stage when 63 ml of hydrogen were consumed, the hydrogenation was discontinued and the reaction mixture was filtered to remove the catalyst and then concentrated under reduced pressure to precipitate cry... The reagents and catalysts are [Pd] (palladium/carbon). The solvent is CO (methanol). Reaction SMILES: Cl.[NH2:2][C:3]1[C:31]([Cl:32])=[CH:30][C:6]([C:7]([NH:9][CH:10]2[CH2:14][CH:13]([CH2:15][OH:16])[N:12](C(C3C=CC=CC=3)C3C=CC=CC=3)[CH2:11]2)=[O:8])=[C:5]([O:33][CH3:34])[CH:4]=1>CO.[Pd]>[ClH:32].[NH2:2][C:3]1[C:31]([Cl:32])=[CH:30][C:6]([C:7]([NH:9][CH:10]2[CH2:14][CH:13]([CH2:15][OH:16])[NH:12][CH2:11]2)=[O:8])=[C:5]([O:33][CH3:34])[CH:4]=1 |f:0.1,4.5|. Yields the product Cl.NC1=CC(=C(C(=O)NC2CNC(C2)CO)C=C1Cl)OC (4-amino-5-chloro-2-methoxy-N-(5-hydroxymethyl pyrrolidin 3-yl) benzamid hydrochloride). Isolated yield 98.2%. Starting materials: CCOC(=O)c1cc2cnnc(Nc3cc(C(=O)O)ccc3OC)n2c1C, CCN=C=NCCCN(C)C, NC1CC1, CN(C)C=O, O, On1nnc2ccccc21. The product is CCOC(=O)c1cc2cnnc(Nc3cc(C(=O)NC4CC4)ccc3OC)n2c1C. As a reaction SMILES: [CH2:26]([CH3:27])[O:28][C:29](=[O:30])[c:31]1[cH:32][c:33]2[n:34]([c:35]([NH:39][c:40]3[c:41]([O:49][CH3:50])[cH:42][cH:43][c:44]([C:46](=[O:47])[OH:48])[cH:45]3)[n:36][n:37][cH:38]2)[c:51]1[CH3:52].[CH3:11][CH2:12][N:13]=[C:14]=[N:15][CH2:16][CH2:17][CH2:18][N:19]([CH3:20])[CH3:21].[CH:22]1([NH2:25])[CH2:23][CH2:24]1.[O:53]=[CH:54][N:55]([CH3:56])[CH3:57].[OH2:58].[OH:1][n:2]1[c:3]2[c:4]([cH:5][cH:6][cH:7][cH:8]2)[n:9][n:10]1>>[CH:22]1([NH:25][C:46]([c:44]2[cH:43][cH:42][c:41]([O:49][CH3:50])[c:40]([NH:39][c:35]3[n:34]4[c:33]([cH:32][c:31]([C:29]([O:28][CH2:26][CH3:27])=[O:30])[c:51]4[CH3:52])[cH:38][n:37][n:36]3)[cH:45]2)=[O:47])[CH2:23][CH2:24]1. Conditions: temperature 60 celsius. Procedure details: A solution of (E)-tert-butyl 4-(3-(3-methoxy-3-oxoprop-1-enyl)-1-(4-methoxybenzyl)-5-phenyl-1H-pyrazolo[3,4-b]pyridin-4-yl)piperazine-1-carboxylate (380 mg, 0.65 mmol) in 25% TFA/CH2Cl2 was stirred at room temperature. Next, the solvent was removed, and the residue was evaporated from toluene (2×30 mL). Neat TFA (10 mL) was added to the resulting residue and heated at 60° C. for 4 hours. TFA was removed in vacuo, and the residue was evaporated from toluene (2×10 mL). 2M HCl in ether (5 mL) was a... As a reaction SMILES: [CH3:1][O:2][C:3](=[O:43])/[CH:4]=[CH:5]/[C:6]1[C:14]2[C:9](=[N:10][CH:11]=[C:12]([C:28]3[CH:33]=[CH:32][CH:31]=[CH:30][CH:29]=3)[C:13]=2[N:15]2[CH2:20][CH2:19][N:18](C(OC(C)(C)C)=O)[CH2:17][CH2:16]2)[N:8](CC2C=CC(OC)=CC=2)[N:7]=1.C(O)(C(F)(F)F)=O.C(Cl)[Cl:52]>>[ClH:52].[C:28]1([C:12]2[C:13]([N:15]3[CH2:16][CH2:17][NH:18][CH2:19][CH2:20]3)=[C:14]3[C:6](/[CH:5]=[CH:4]/[C:3]([O:2][CH3:1])=[O:43])=[N:7][NH:8][C:9]3=[N:10][CH:11]=2)[CH:33]=[CH:32][CH:31]=[CH:30][CH:29]=1 |f:1.2,3.4|. Starting materials: COC(/C=C/C1=NN(C2=NC=C(C(=C21)N2CCN(CC2)C(=O)OC(C)(C)C)C2=CC=CC=C2)CC2=CC=C(C=C2)OC)=O ((E)-tert-butyl 4-(3-(3-methoxy-3-oxoprop-1-enyl)-1-(4-methoxybenzyl)-5-phenyl-1H-pyrazolo[3,4-b]pyridin-4-yl)piperazine-1-carboxylate), C(=O)(C(F)(F)F)O.C(Cl)Cl (TFA CH2Cl2). The yield is 106.0%. The product is Cl.C1(=CC=CC=C1)C=1C(=C2C(=NC1)NN=C2/C=C/C(=O)OC)N2CCNCC2 ((E)-methyl 3-(5-phenyl-4-(piperazin-1-yl)-1H-pyrazolo[3,4-b]pyridin-3-yl)acrylate hydrochloride salt). Starting materials: C(C)(C)NC(C)C (diisopropylamine), OC=1C2=C(C(=NC1C(=O)OCC)I)C(=NO2)C2=CC=CC=C2 (Ethyl 7-hydroxy-4-iodo-3-phenylisoxazolo[4,5-c]pyridine-6-carboxylate), [Si](C)(C)(C)C#C (TMS acetylene). The reagents and catalysts are [Cu](I)I (copper iodide), Cl[Pd]([P](C1=CC=CC=C1)(C2=CC=CC=C2)C3=CC=CC=C3)([P](C4=CC=CC=C4)(C5=CC=CC=C5)C6=CC=CC=C6)Cl (PdCl2(PPh3)2). The solvent is C1CCOC1 (THF). Conditions: time 16 hour. The product is OC=1C2=C(C(=NC1C(=O)OCC)C#C[Si](C)(C)C)C(=NO2)C2=CC=CC=C2 (Ethyl 7-hydroxy-3-phenyl-4-((trimethylsilyl)ethynyl)isoxazolo[4,5-c]pyridine-6-carboxylate). The yield is 87.3%. RXN SMILES: [OH:1][C:2]1[C:3]2[O:16][N:15]=[C:14]([C:17]3[CH:22]=[CH:21][CH:20]=[CH:19][CH:18]=3)[C:4]=2[C:5](I)=[N:6][C:7]=1[C:8]([O:10][CH2:11][CH3:12])=[O:9].C(NC(C)C)(C)C.[Si:30]([C:34]#[CH:35])([CH3:33])([CH3:32])[CH3:31]>[Cu](I)I.Cl[Pd](Cl)([P](C1C=CC=CC=1)(C1C=CC=CC=1)C1C=CC=CC=1)[P](C1C=CC=CC=1)(C1C=CC=CC=1)C1C=CC=CC=1.C1COCC1>[OH:1][C:2]1[C:3]2[O:16][N:15]=[C:14]([C:17]3[CH:22]=[CH:21][CH:20]=[CH:19][CH:18]=3)[C:4]=2[C:5]([C:35]#[C:34][Si:30]([CH3:33])([CH3:32])[CH3:31])=[N:6][C:7]=1[C:8]([O:10][CH2:11][CH3:12])=[O:9] |^1:41,60|. Reported procedure: Ethyl 7-hydroxy-4-iodo-3-phenylisoxazolo[4,5-c]pyridine-6-carboxylate (500 mg, 1.22 mmol), copper iodide (93 mg, 0.49 mmol), and PdCl2(PPh3)2 (171 mg, 0.24 mmol) were added to a flask and the flask evacuated. After refilling with nitrogen, THF (20 mL), diisopropylamine (1 mL) and TMS acetylene (0.35 mL, 2.44 mmol) were added and the resulting mixture was stirred at room temperature for 16 h. The solvent was removed in vacuo and the residue was partitioned between 25 mL of 1M hydrochloric acid an... The reactants are N(N)C1=NC=C(N=C1CCC)C=1C=NC=CC1 (2-hydrazino-3-propyl-5-(3-pyridyl)pyrazine), N1C=NC(=C1)CC(C(=O)OCC)C(=O)OCC (diethyl (imidazol-4-yl-methyl)malonate). Product: N1C=NC(=C1)CC(C(=O)OCC)C1=NN=C2N1C=C(N=C2CCC)C=2C=NC=CC2 (ethyl rac-α-(imidazol-4-ylmethyl)-8-propyl-6-(3-pyridyl)-s-triazolo[4,3-a]pyrazine-3-acetate). RXN SMILES: [NH:1]([C:3]1[C:8]([CH2:9][CH2:10][CH3:11])=[N:7][C:6]([C:12]2[CH:13]=[N:14][CH:15]=[CH:16][CH:17]=2)=[CH:5][N:4]=1)[NH2:2].[NH:18]1[CH:22]=[C:21]([CH2:23][CH:24]([C:30](OCC)=O)[C:25]([O:27][CH2:28][CH3:29])=[O:26])[N:20]=[CH:19]1>>[NH:18]1[CH:22]=[C:21]([CH2:23][CH:24]([C:30]2[N:4]3[CH:5]=[C:6]([C:12]4[CH:13]=[N:14][CH:15]=[CH:16][CH:17]=4)[N:7]=[C:8]([CH2:9][CH2:10][CH3:11])[C:3]3=[N:1][N:2]=2)[C:25]([O:27][CH2:28][CH3:29])=[O:26])[N:20]=[CH:19]1. Procedure: In a manner analogous to that described in Example 1, by condensing 2-hydrazino-3-propyl-5-(3-pyridyl)pyrazine with diethyl (imidazol-4-yl-methyl)malonate (J.Chem.Soc. 99, (1911) 1390) there is obtained ethyl rac-α-(imidazol-4-ylmethyl)-8-propyl-6-(3-pyridyl)-s-triazolo[4,3-a]pyrazine-3-acetate, MS: 405 (M)+, which is converted into the above acid by saponification analogously to Example 1. The reactants are ClCC=1N(C=CN1)C (2-Chloromethyl-1-methylimidazole), C(=O)(OCC)N1NC(C2=CC=CC=C12)=O (1,2-dihydro-1-carboethoxy-3H-indazol-3-one), C([O-])([O-])=O.[Cs+].[Cs+] (caesium carbonate). The solvent is CN(C=O)C (N,N-dimethylformamide). Reaction conditions: temperature 80 celsius. Product: C(=O)(OCC)N1N(C(C2=CC=CC=C12)=O)CC=1N(C=CN1)C (1,2-dihydro-1-carboethoxy-2-(1-methylimidazol-2-yl)methyl-3H-indazol-3-one). Isolated yield 66.7%. RXN SMILES: Cl[CH2:2][C:3]1[N:4]([CH3:8])[CH:5]=[CH:6][N:7]=1.[C:9]([N:14]1[C:22]2[C:17](=[CH:18][CH:19]=[CH:20][CH:21]=2)[C:16](=[O:23])[NH:15]1)([O:11][CH2:12][CH3:13])=[O:10].C(=O)([O-])[O-].[Cs+].[Cs+]>CN(C)C=O>[C:9]([N:14]1[C:22]2[C:17](=[CH:18][CH:19]=[CH:20][CH:21]=2)[C:16](=[O:23])[N:15]1[CH2:2][C:3]1[N:4]([CH3:8])[CH:5]=[CH:6][N:7]=1)([O:11][CH2:12][CH3:13])=[O:10] |f:2.3.4|. Procedure: 2-Chloromethyl-1-methylimidazole (0.91 g) was added portionwise to a stirred mixture of 1,2-dihydro-1-carboethoxy-3H-indazol-3-one (1.03 g), caesium carbonate (5.4 g) and N,N-dimethylformamide (DMF, 5 ml). The mixture was heated to 80° C. for 4 hours under an atmosphere of argon, cooled to ambient temperature and filtered. The filtrate was diluted with water and extracted with ethyl acetate. The solid was washed with ethyl acetate. The organic solutions were combined, washed with a saturated aqu...